This data is from the Open Reaction Database (ORD), a public repository of structured organic reaction records. The task is: describe an organic reaction: reactants, conditions, products, and yield Reaction conditions: temperature 55 celsius. Reaction SMILES: [Cl:1][C:2]1[CH:7]=[CH:6][C:5]([O:8][C:9]2[CH:14]=[CH:13][C:12]([CH2:15][CH2:16][OH:17])=[CH:11][CH:10]=2)=[CH:4][C:3]=1[C:18]([F:21])([F:20])[F:19].[N:22]#[C:23][NH2:24].[F:25][C:26]([F:32])([F:31])[S:27]([OH:30])(=[O:29])=[O:28]>C1COCC1>[OH:30][S:27]([C:26]([F:32])([F:31])[F:25])(=[O:29])=[O:28].[C:23](=[NH:22])([O:17][CH2:16][CH2:15][C:12]1[CH:11]=[CH:10][C:9]([O:8][C:5]2[CH:6]=[CH:7][C:2]([Cl:1])=[C:3]([C:18]([F:19])([F:20])[F:21])[CH:4]=2)=[CH:14][CH:13]=1)[NH2:24] |f:4.5|. Procedure: To a solution of 2-(4-{[4-chloro-3-(trifluoromethyl)phenyl]oxy}phenyl)ethanol (2.63 g, 8.30 mmol) and cyanamide (0.419 g, 9.97 mmol) in dry THF (25 mL) under argon was added trifluoromethanesulfonic acid (0.885 mL, 9.97 mmol). The mixture was heated to 55° C. for 3 hrs. Purification via a reverse phase biotage with TFA then afforded the title compound (2.65 g, 62.8% yield). LCMS: rt=2.906 min, [M+H+]=359 The yield is 62.7%. The reactants are ClC1=C(C=C(C=C1)OC1=CC=C(C=C1)CCO)C(F)(F)F (2-(4-{[4-chloro-3-(trifluoromethyl)phenyl]oxy}phenyl)ethanol), N#CN (cyanamide), FC(S(=O)(=O)O)(F)F (trifluoromethanesulfonic acid). The product is OS(=O)(=O)C(F)(F)F.C(N)(OCCC1=CC=C(C=C1)OC1=CC(=C(C=C1)Cl)C(F)(F)F)=N (2-(4-{[4-Chloro-3-(trifluoromethyl)phenyl]oxy}phenyl)ethyl imidocarbamate triflate). Solvent: C1CCOC1 (THF). Reactants: COC1=C(C=CC=C1)CCNC1C=2C=CC(=NC2CCC1)C#N (5-{[2-(2-methoxyphenyl)ethyl]amino}-5,6,7,8-tetrahydroquinoline-2-carbonitrile), C([O-])(O)=O.[Na+] (sodium bicarbonate). Solvent: O (water), Br (hydrobromic acid). Product: OC1=C(C=CC=C1)CCNC1C=2C=CC(=NC2CCC1)C(=O)O (rac-5-{[2-(2-Hydroxyphenyl)ethyl]amino}-5,6,7,8-tetrahydroquinoline-2-carboxylic acid). RXN SMILES: C[O:2][C:3]1[CH:8]=[CH:7][CH:6]=[CH:5][C:4]=1[CH2:9][CH2:10][NH:11][CH:12]1[CH2:21][CH2:20][CH2:19][C:18]2[N:17]=[C:16](C#N)[CH:15]=[CH:14][C:13]1=2.[C:24](=[O:27])(O)[O-:25].[Na+]>Br.O>[OH:2][C:3]1[CH:8]=[CH:7][CH:6]=[CH:5][C:4]=1[CH2:9][CH2:10][NH:11][CH:12]1[CH2:21][CH2:20][CH2:19][C:18]2[N:17]=[C:16]([C:24]([OH:25])=[O:27])[CH:15]=[CH:14][C:13]1=2 |f:1.2|. Procedure details: 14.6 g (47.5 mmol) of 5-{[2-(2-methoxyphenyl)ethyl]amino}-5,6,7,8-tetrahydroquinoline-2-carbonitrile were taken up in 100 ml of hydrobromic acid (48% in water) and stirred at boiling point for 5 hours. The reaction solution was then cooled to room temperature, diluted with water and adjusted to pH 6 with saturated sodium bicarbonate solution. The crystals formed were filtered off with suction, washed with water and air-dried. This gave 14.6 g (46.76 mmol, 98% of theory) of the target compound. The reactants are COC(=O)C=1C(SC2=CC(=CC=C2C1O)Cl)=O (7-chloro-4-hydroxy-2-oxo-2H-thiochromene-3-carboxylic acid methyl ester), Compound 60, N[C@@H](C)C(=O)O (L-alanine), C[O-].[Na+] (NaOMe), Cl (HCl). The solvent is COCCO (2-methoxyethanol). Run at temperature 115 celsius. Product: ClC1=CC=C2C(=C(C(SC2=C1)=O)C(=O)N[C@H](C(=O)O)C)O (2-(S)-[(7-Chloro-4-hydroxy-2-oxo-2H-thiochromene-3-carbonyl)-amino]-propionic acid). The yield is 67.7%. As a reaction SMILES: CO[C:3]([C:5]1[C:6](=[O:17])[S:7][C:8]2[C:13]([C:14]=1[OH:15])=[CH:12][CH:11]=[C:10]([Cl:16])[CH:9]=2)=[O:4].[NH2:18][C@H:19]([C:21]([OH:23])=[O:22])[CH3:20].C[O-].[Na+].Cl>COCCO>[Cl:16][C:10]1[CH:9]=[C:8]2[C:13]([C:14]([OH:15])=[C:5]([C:3]([NH:18][C@@H:19]([CH3:20])[C:21]([OH:23])=[O:22])=[O:4])[C:6](=[O:17])[S:7]2)=[CH:12][CH:11]=1 |f:2.3|. Procedure details: A mixture of 7-chloro-4-hydroxy-2-oxo-2H-thiochromene-3-carboxylic acid methyl ester (Compound 60 (f)) (125 mg, 0.46 mmol), L-alanine (494 mg, 5.55 mmol) and NaOMe (249 mg, 4.62 mmol) in 2-methoxyethanol (5 mL) was heated in a 115° C. sand bath for 24 h. 1 N HCl aq. solution was added to precipitate the product. The solid was collected and rinsed with water. It was dried in vacuo and then triturated with MeOH to provide the title compound (102 mg). MS ESI(−) m/e: 327.96, 325.97 (M−1). The reactants are CC1=CC=CC=2C(C3=C(C=CC21)C=CC=C3)(O)CCCNC(=O)OCCC (1-methyl-5-(3-methylcarbethoxyaminopropyl)-5-hydroxy-5H-dibenzo[a,d]cycloheptene), [OH-].[K+] (potassium hydroxide). Solvent: C(CCC)O (n-butanol). Yields the product CC1=CC=CC=2C(C3=C(C=CC21)C=CC=C3)(O)CCCNC (1-methyl-5-(3-methylaminopropyl)-5-hydroxy-5H-dibenzo[a,d]cycloheptene). Reaction SMILES: [CH3:1][C:2]1[C:12]2[CH:11]=[CH:10][C:9]3[CH:13]=[CH:14][CH:15]=[CH:16][C:8]=3[C:7]([CH2:18][CH2:19][CH2:20][NH:21][C:22](OCCC)=O)([OH:17])[C:6]=2[CH:5]=[CH:4][CH:3]=1.[OH-].[K+]>C(O)CCC>[CH3:1][C:2]1[C:12]2[CH:11]=[CH:10][C:9]3[CH:13]=[CH:14][CH:15]=[CH:16][C:8]=3[C:7]([CH2:18][CH2:19][CH2:20][NH:21][CH3:22])([OH:17])[C:6]=2[CH:5]=[CH:4][CH:3]=1 |f:1.2|. Procedure details: 13.5 g. of 1-methyl-5-(3-methylcarbethoxyaminopropyl)-5-hydroxy-5H-dibenzo[a,d]cycloheptene, 120 ml. of n-butanol and 14.5 g. of potassium hydroxide are boiled at reflux under an atmosphere of nitrogen for 20 hours. The solution is then evaporated to dryness and the residue taken up in ether. The ethereal solution is shaken out with dilute hydrochloric acid. The aqueous, acidic solution is again made alkaline with potassium carbonate. The oil which separates out is extracted with ether. The ethe... Reactants: CC(C)(O)C#CC(O)c1ccc([N+](=O)[O-])cc1, ClCCl, [Na+], O=C([O-])O. The product is CC(C)(O)C#CC(=O)c1ccc([N+](=O)[O-])cc1. RXN SMILES: [CH3:1][C:2]([C:3]#[C:4][CH:5]([OH:6])[c:7]1[cH:8][cH:9][c:10]([N+:13](=[O:14])[O-:15])[cH:11][cH:12]1)([CH3:16])[OH:17].[Cl:23][CH2:24][Cl:25].[Na+:22].[O-:18][C:19]([OH:20])=[O:21]>>[CH3:1][C:2]([C:3]#[C:4][C:5](=[O:6])[c:7]1[cH:8][cH:9][c:10]([N+:13](=[O:14])[O-:15])[cH:11][cH:12]1)([CH3:16])[OH:17]. The reactants are BrC1=C(C=C(C=C1C)N)C (4-bromo-3,5-dimethyl-phenylamine), FCCOS(=O)(=O)C1=CC=C(C=C1)C (toluene-4-sulfonic acid 2-fluoro-ethyl ester), N1=C(C=CC=C1C)C (2,6-lutidine). The solvent is CC(=O)N(C)C (DMA). Run at temperature 120 celsius, time 4 hour. Product: BrC1=C(C=C(C=C1C)NCCF)C ((4-bromo-3,5-dimethyl-phenyl)-(2-fluoro-ethyl)-amine). Isolated yield 53.2%. Reaction SMILES: [Br:1][C:2]1[C:7]([CH3:8])=[CH:6][C:5]([NH2:9])=[CH:4][C:3]=1[CH3:10].[F:11][CH2:12][CH2:13]OS(C1C=CC(C)=CC=1)(=O)=O.N1C(C)=CC=CC=1C>CC(N(C)C)=O>[Br:1][C:2]1[C:7]([CH3:8])=[CH:6][C:5]([NH:9][CH2:13][CH2:12][F:11])=[CH:4][C:3]=1[CH3:10]. Procedure details: A solution of 4-bromo-3,5-dimethyl-phenylamine (400 mg, 2 mmol), toluene-4-sulfonic acid 2-fluoro-ethyl ester (567 mg, 2.6 mmol) and 2,6-lutidine (429 mg, 4.0 mmol) in DMA (5 ml) was heated with stirring at 120° C. for four hours. The mixture was quenched with water and then extracted with ethyl acetate. The organic layer was sequentially washed with water and saturated brine and then concentrated under reduced pressure. The resulting residue was purified by silica gel column chromatography (eth... Reactants: C1CCOC1, Nc1ncnc2[nH]nc(I)c12, CC(C)OC(=O)N=NC(=O)OC(C)C, c1ccc(P(c2ccccc2)c2ccccc2)cc1, OCCCc1cccnc1. Yields the product Nc1ncnc2c1c(I)nn2CCCc1cccnc1. As a reaction SMILES: [CH2:55]1[O:56][CH2:57][CH2:58][CH2:59]1.[I:1][c:2]1[n:3][nH:4][c:5]2[n:6][cH:7][n:8][c:9]([NH2:11])[c:10]12.[O:41]=[C:42]([O:43][CH:44]([CH3:45])[CH3:46])[N:47]=[N:48][C:49]([O:50][CH:51]([CH3:52])[CH3:53])=[O:54].[c:22]1([P:23]([c:24]2[cH:25][cH:26][cH:27][cH:28][cH:29]2)[c:30]2[cH:31][cH:32][cH:33][cH:34][cH:35]2)[cH:36][cH:37][cH:38][cH:39][cH:40]1.[n:12]1[cH:13][c:14]([CH2:18][CH2:19][CH2:20][OH:21])[cH:15][cH:16][cH:17]1>>[I:1][c:2]1[n:3][n:4]([CH2:20][CH2:19][CH2:18][c:14]2[cH:13][n:12][cH:17][cH:16][cH:15]2)[c:5]2[n:6][cH:7][n:8][c:9]([NH2:11])[c:10]12. Starting materials: CC(C)(C)OC(=O)NC1=NC2(c3cc(NC(=O)c4ccc(C#N)cn4)ccc3F)OCCC2CS1, ClCCl, O=C(O)C(F)(F)F. Yields the product N#Cc1ccc(C(=O)Nc2ccc(F)c(C34N=C(N)SCC3CCO4)c2)nc1. As a reaction SMILES: [C:1](#[N:2])[c:3]1[cH:4][cH:5][c:6]([C:9](=[O:10])[NH:11][c:12]2[cH:13][cH:14][c:15]([F:35])[c:16]([C:18]34[N:19]=[C:20]([NH:27][C:28](=[O:29])[O:30][C:31]([CH3:32])([CH3:33])[CH3:34])[S:21][CH2:22][CH:23]3[CH2:24][CH2:25][O:26]4)[cH:17]2)[n:7][cH:8]1.[Cl:43][CH2:44][Cl:45].[F:36][C:37]([F:38])([F:39])[C:40]([OH:41])=[O:42]>>[C:1](#[N:2])[c:3]1[cH:4][cH:5][c:6]([C:9](=[O:10])[NH:11][c:12]2[cH:13][cH:14][c:15]([F:35])[c:16]([C:18]34[N:19]=[C:20]([NH2:27])[S:21][CH2:22][CH:23]3[CH2:24][CH2:25][O:26]4)[cH:17]2)[n:7][cH:8]1. The product is CC1=CC=C(C2=C1N=C(O2)CCC=2C(NC(=C(C2)CC)C)=O)C (3-[2-(4,7-dimethylbenzoxazol-2-yl)ethyl]-5-ethyl-6-methyl-2(1H)-pyridinone). Reaction SMILES: C[O:2][C:3]1[C:8]([CH2:9][CH2:10][C:11]2[O:12][C:13]3[C:19]([CH3:20])=[CH:18][CH:17]=[C:16]([CH3:21])[C:14]=3[N:15]=2)=[CH:7][C:6]([CH2:22][CH3:23])=[C:5]([CH3:24])[N:4]=1.Cl.N1C=CC=CC=1>O>[CH3:21][C:16]1[C:14]2[N:15]=[C:11]([CH2:10][CH2:9][C:8]3[C:3](=[O:2])[NH:4][C:5]([CH3:24])=[C:6]([CH2:22][CH3:23])[CH:7]=3)[O:12][C:13]=2[C:19]([CH3:20])=[CH:18][CH:17]=1 |f:1.2|. The yield is 42.7%. The solvent is O (water). Starting materials: COC1=NC(=C(C=C1CCC=1OC2=C(N1)C(=CC=C2C)C)CC)C (2-methoxy-3-[2-(4,7-dimethylbenzoxazol-2-yl)ethyl]-5-ethyl-6-methylpyridine), Cl.N1=CC=CC=C1 (pyridine hydrochloride). Procedure details: A mixture of crude 2-methoxy-3-[2-(4,7-dimethylbenzoxazol-2-yl)ethyl]-5-ethyl-6-methylpyridine (161 mg, 0.49 mmol) and pyridine hydrochloride (574 mg, 4.97 mmol) was warmed in a pre-heated oil bath at 140° C. for 15 minutes. The cooled residue was diluted with water and the product extracted into chloroform. This extract was dried (Na2SO4), filtered and the solvent evaporated. This residue was chromatographed on silica gel and eluted with a 0.5 to 2.5% methanol/chloroform gradient to yield 65 mg... Run at temperature 140 celsius.